Dataset: the Open Reaction Database (ORD), a public repository of structured organic reaction records. Task: describe an organic reaction: reactants, conditions, products, and yield Product: CSc1ccc(OCCCCl)cc1. RXN SMILES: [Br:12][CH2:13][CH2:14][CH2:15][Cl:16].[CH3:1][S:2][c:3]1[cH:4][cH:5][c:6]([OH:9])[cH:7][cH:8]1.[CH3:24][O:25][CH2:26][CH2:27][O:28][CH3:29].[H-:10].[Na+:11].[OH:17][c:18]1[cH:19][cH:20][cH:21][cH:22][cH:23]1>>[CH3:1][S:2][c:3]1[cH:4][cH:5][c:6]([O:9][CH2:13][CH2:14][CH2:15][Cl:16])[cH:7][cH:8]1. The reactants are ClCCCBr, CSc1ccc(O)cc1, COCCOC, [H-], [Na+], Oc1ccccc1. Reaction SMILES: [ClH:30].[O:31]1[CH2:32][CH2:33][O:34][CH2:35][CH2:36]1.[c:1]1([CH3:29])[cH:2][c:3]([C:7]2([c:22]3[cH:23][c:24]([CH3:28])[cH:25][cH:26][cH:27]3)[CH2:8][CH2:9][C:10](=[O:21])[CH:11]3[CH2:12][N:13]([C:16]([O:17][CH:18]=[CH2:19])=[O:20])[CH2:14][CH:15]23)[cH:4][cH:5][cH:6]1>>[ClH:30].[c:1]1([CH3:29])[cH:2][c:3]([C:7]2([c:22]3[cH:23][c:24]([CH3:28])[cH:25][cH:26][cH:27]3)[CH2:8][CH2:9][C:10](=[O:21])[CH:11]3[CH2:12][NH:13][CH2:14][CH:15]23)[cH:4][cH:5][cH:6]1. Starting materials: Cl, C1COCCO1, C=COC(=O)N1CC2C(=O)CCC(c3cccc(C)c3)(c3cccc(C)c3)C2C1. The product is Cl, Cc1cccc(C2(c3cccc(C)c3)CCC(=O)C3CNCC32)c1. The reactants are O=C(O)C(Br)Br, O=C([O-])[O-], COc1ccc(S(=O)(=O)c2cc(O)c(O)cc2C)cc1, CCCCCC(=O)O, CN(C)C=O, CCOC(C)=O, CO, [K+], [K+], [Na]. The product is COc1ccc(S(=O)(=O)c2cc3c(cc2C)OC(C(=O)O)O3)cc1, [Na]. As a reaction SMILES: [Br:27][CH:28]([C:29](=[O:30])[OH:31])[Br:32].[C:21](=[O:22])([O-:23])[O-:24].[CH3:1][O:2][c:3]1[cH:4][cH:5][c:6]([S:9](=[O:10])(=[O:11])[c:12]2[cH:13][c:14]([OH:20])[c:15]([OH:19])[cH:16][c:17]2[CH3:18])[cH:7][cH:8]1.[CH3:34][CH2:35][CH2:36][CH2:37][CH2:38][C:39](=[O:40])[OH:41].[CH3:42][N:43]([CH3:44])[CH:45]=[O:46].[CH3:47][CH2:48][O:49][C:50](=[O:51])[CH3:52].[CH3:53][OH:54].[K+:25].[K+:26].[Na:33]>>[CH3:1][O:2][c:3]1[cH:4][cH:5][c:6]([S:9](=[O:10])(=[O:11])[c:12]2[cH:13][c:14]3[c:15]([cH:16][c:17]2[CH3:18])[O:19][CH:28]([C:29](=[O:30])[OH:31])[O:20]3)[cH:7][cH:8]1.[Na:33]. Starting materials: ClCCCC1(OC2=C(CCC1=O)C=CC=C2)C(=O)OC (methyl 2-(3-chloropropyl)-3-oxo-2,3,4,5-tetrahydro-1-benzoxepin-2-carboxylate), [BH4-].[Na+] (sodium borohydride), O (water). The solvent is CO (methanol). Product: ClCCCC1(OC2=C(CCC1O)C=CC=C2)C(=O)OC (methyl 2-(3-chloropropyl)-3-hydroxy-2,3,4,5-tetrahydro-1-benzoxepin-2-carboxylate). Reaction SMILES: [Cl:1][CH2:2][CH2:3][CH2:4][C:5]1([C:17]([O:19][CH3:20])=[O:18])[C:11](=[O:12])[CH2:10][CH2:9][C:8]2[CH:13]=[CH:14][CH:15]=[CH:16][C:7]=2[O:6]1.[BH4-].[Na+].O>CO>[Cl:1][CH2:2][CH2:3][CH2:4][C:5]1([C:17]([O:19][CH3:20])=[O:18])[CH:11]([OH:12])[CH2:10][CH2:9][C:8]2[CH:13]=[CH:14][CH:15]=[CH:16][C:7]=2[O:6]1 |f:1.2|. Procedure: To a suspension of 2.0 g of methyl 2-(3-chloropropyl)-3-oxo-2,3,4,5-tetrahydro-1-benzoxepin-2-carboxylate obtained in Reference Example 1 in 30 ml of methanol, sodium borohydride is added in small portions with stirring and under ice-cooling. After completion of the reaction, the reaction mixture is treated with water and extracted with ethyl acetate. The organic layer is washed with water, dried, and evaporated under reduced pressure. The residue is purified by column chromatography on silica g... Yields the product ClC1=CC2=C(N=C(S2)NC2=NC3=C(N2CC)C=CC(=C3)C(=O)O)C=C1 (2-(6-Chloro-benzothiazol-2-ylamino)-1-ethyl-1H-benzoimidazole-5-carboxylic acid). Isolated yield 90.0%. Reaction SMILES: C[O:2][C:3]([C:5]1[CH:26]=[CH:25][C:8]2[N:9]([CH2:23][CH3:24])[C:10]([NH:12][C:13]3[S:14][C:15]4[CH:21]=[C:20]([Cl:22])[CH:19]=[CH:18][C:16]=4[N:17]=3)=[N:11][C:7]=2[CH:6]=1)=[O:4].[OH-].[Na+].CO>C1COCC1>[Cl:22][C:20]1[CH:19]=[CH:18][C:16]2[N:17]=[C:13]([NH:12][C:10]3[N:9]([CH2:23][CH3:24])[C:8]4[CH:25]=[CH:26][C:5]([C:3]([OH:4])=[O:2])=[CH:6][C:7]=4[N:11]=3)[S:14][C:15]=2[CH:21]=1 |f:1.2|. Procedure details: 2-(6-Chloro-benzothiazol-2-ylamino)-1-ethyl-1H-benzoimidazole-5-carboxylic acid (803.0 mg) was prepared by following General Procedure E starting from 2-(6-chloro-benzothiazol-2-ylamino)-1-ethyl-1H-benzoimidazole-5-carboxylic acid methyl ester (926.0 mg) and sodium hydroxide (2.0 N solution, 2.0 mL) MeOH (1.0 mL) and THF (2.0 mL). Reactants: COC(=O)C1=CC2=C(N(C(=N2)NC=2SC3=C(N2)C=CC(=C3)Cl)CC)C=C1 (2-(6-chloro-benzothiazol-2-ylamino)-1-ethyl-1H-benzoimidazole-5-carboxylic acid methyl ester), [OH-].[Na+] (sodium hydroxide), CO (MeOH). The solvent is C1CCOC1 (THF).